From a dataset of the Open Reaction Database (ORD), a public repository of structured organic reaction records. describe an organic reaction: reactants, conditions, products, and yield Reactants: FC1=C(C=C(CNC(=O)C2=NC(=NC(=C2)C=NO)C)C=C1)OC (N-(4-fluoro-3-methoxybenzyl)-6-((hydroxyimino)methyl)-2-methylpyrimidine-4-carboxamide), C1(CC1)N1C(C=CC(=C1)C=C)=O (1-cyclopropyl-5-vinylpyridin-2(1H)-one), Cl[O-].[Na+] (sodium hypochlorite). Solvent: O (water), C(Cl)Cl (DCM). Run at time 30 minute. Yields the product ClC1=CC(=CN(C1=O)C1CC1)C1CC(=NO1)C1=CC(=NC(=N1)C)C(=O)NCC1=CC(=C(C=C1)F)OC (6-(5-(5-chloro-1-cyclopropyl-6-oxo-1,6-dihydropyridin-3-yl)-4,5-dihydroisoxazol-3-yl)-N-(4-fluoro-3-methoxybenzyl)-2-methylpyrimidine-4-carboxamide). As a reaction SMILES: [F:1][C:2]1[CH:21]=[CH:20][C:5]([CH2:6][NH:7][C:8]([C:10]2[CH:15]=[C:14]([CH:16]=[N:17][OH:18])[N:13]=[C:12]([CH3:19])[N:11]=2)=[O:9])=[CH:4][C:3]=1[O:22][CH3:23].[CH:24]1([N:27]2[CH:32]=[C:31]([CH:33]=[CH2:34])[CH:30]=[CH:29][C:28]2=[O:35])[CH2:26][CH2:25]1.[Cl:36][O-].[Na+]>C(Cl)Cl.O>[Cl:36][C:29]1[C:28](=[O:35])[N:27]([CH:24]2[CH2:26][CH2:25]2)[CH:32]=[C:31]([CH:33]2[O:18][N:17]=[C:16]([C:14]3[N:13]=[C:12]([CH3:19])[N:11]=[C:10]([C:8]([NH:7][CH2:6][C:5]4[CH:20]=[CH:21][C:2]([F:1])=[C:3]([O:22][CH3:23])[CH:4]=4)=[O:9])[CH:15]=3)[CH2:34]2)[CH:30]=1 |f:2.3|. Procedure: To a solution of N-(4-fluoro-3-methoxybenzyl)-6-((hydroxyimino)methyl)-2-methylpyrimidine-4-carboxamide (4.0 g, 12.57 mmol, Preparation #9) and 1-cyclopropyl-5-vinylpyridin-2(1H)-one (2.026, 12.57 mmol, Preparation #F.1.33) in DCM (60 mL) was added 9% aqueous sodium hypochlorite solution (60 mL, 12.57 mmol, Avra labs) drop wise at 10-15° C. for about 30 min. The reaction mixture was allowed to stir for another 15-30 min, reaction mixture was diluted with water (100 mL) and the product extracted ... Procedure: 3.5 g of hydroxylamine hydrochloride were added to 100 ml of a 1:1 mixed solution of water and methanol containing 3.5 g of potassium carbonate at 0° C. The solution was stirred at 0° C. for 10 minutes. At 0° C., 13.0 g of 2-(4,6-dimethoxy-2-pyrimidinyloxy)benzaldehyde were added to the reaction mixture. The resulting mixture was stirred at room temperature for 1 hour and then warmed at 60° C. for 1 hour. After the reaction mixture was allowed to cool down, it was poured into water, followed by ... Reaction conditions: temperature 0 celsius, time 10 minute. The product is COC1=NC(=NC(=C1)OC)OC1=C(C=NO)C=CC=C1 (2-(4,6-dimethoxy-2-pyrimidinyloxy)benzaldoxime). Starting materials: Cl.NO (hydroxylamine hydrochloride), C([O-])([O-])=O.[K+].[K+] (potassium carbonate), COC1=NC(=NC(=C1)OC)OC1=C(C=O)C=CC=C1 (2-(4,6-dimethoxy-2-pyrimidinyloxy)benzaldehyde). The solvent is O (water), CO (methanol), O (water). As a reaction SMILES: Cl.[NH2:2][OH:3].C(=O)([O-])[O-].[K+].[K+].[CH3:10][O:11][C:12]1[CH:17]=[C:16]([O:18][CH3:19])[N:15]=[C:14]([O:20][C:21]2[CH:28]=[CH:27][CH:26]=[CH:25][C:22]=2[CH:23]=O)[N:13]=1>O.CO>[CH3:10][O:11][C:12]1[CH:17]=[C:16]([O:18][CH3:19])[N:15]=[C:14]([O:20][C:21]2[CH:28]=[CH:27][CH:26]=[CH:25][C:22]=2[CH:23]=[N:2][OH:3])[N:13]=1 |f:0.1,2.3.4|. Isolated yield 56.0%. Starting materials: COC(=O)[C@H]1[C@@H](NC(O1)=O)C1=CC(=C(C=C1)F)F ((4S, 5R)-4-(3,4-difluorophenyl)-2-oxo-oxazolidine-5-carboxylic acid methyl ester), COC(=O)[C@H]1[C@@H](NC(O1)=O)C1=CC(=C(C=C1)F)F ((4S, 5R)-4-(3,4-difluorophenyl)-2-oxo-oxazolidine-5-carboxylic acid methyl ester), solution, [BH4-].[Li+] (lithium borohydride), C([O-])(O)=O.[Na+] (sodium bicarbonate), C(C)(=O)OCC (Ethyl acetate). Solvent: O1CCCC1 (tetrahydrofuran), O1CCCC1 (tetrahydrofuran). Reaction conditions: temperature 0 celsius, time 20 minute. Product: FC=1C=C(C=CC1F)[C@@H]1NC(O[C@H]1CO)=O ((4S, 5R) 4-(3,4-difluorophenyl)-5-hydroxymethyl-oxazolidin-2-one). As a reaction SMILES: C[O:2][C:3]([C@@H:5]1[O:9][C:8](=[O:10])[NH:7][C@H:6]1[C:11]1[CH:16]=[CH:15][C:14]([F:17])=[C:13]([F:18])[CH:12]=1)=O.[BH4-].[Li+].C(=O)(O)[O-].[Na+].C(OCC)(=O)C>O1CCCC1>[F:18][C:13]1[CH:12]=[C:11]([C@H:6]2[C@H:5]([CH2:3][OH:2])[O:9][C:8](=[O:10])[NH:7]2)[CH:16]=[CH:15][C:14]=1[F:17] |f:1.2,3.4|. Procedure: To a solution of (4S, 5R)-4-(3,4-difluorophenyl)-2-oxo-oxazolidine-5-carboxylic acid methyl ester [(200 mg, 0.8 mmol) product of Example 6, Step D] in tetrahydrofuran (10 mL) at 0° C. was added a 2 M solution of lithium borohydride in tetrahydrofuran (0.4 mL, 0.8 mmol). After stirring for 20 min at 0° C., saturated sodium bicarbonate (20 mL) was added and the mixture stirred at ambient temperature for 20 min. Ethyl acetate (50 mL) was added and the layers separated. The organic layer was washed ...